Dataset: the Open Reaction Database (ORD), a public repository of structured organic reaction records. Task: describe an organic reaction: reactants, conditions, products, and yield Reported procedure: The same operation as in Example 1-1 or 1-2 was carried out using trans-2-decenoic acid and N-(3-(dimethylamino)propyl)-N′,N′-dimethylpropane-1,3-diamine as starting materials to give the aimed compound. As a reaction SMILES: [C:1]([OH:12])(=O)/[CH:2]=[CH:3]/[CH2:4][CH2:5][CH2:6][CH2:7][CH2:8][CH2:9][CH3:10].[CH3:13][N:14]([CH3:25])[CH2:15][CH2:16][CH2:17][NH:18][CH2:19][CH2:20][CH2:21][N:22]([CH3:24])[CH3:23]>>[CH3:24][N:22]([CH3:23])[CH2:21][CH2:20][CH2:19][N:18]([CH2:17][CH2:16][CH2:15][N:14]([CH3:13])[CH3:25])[C:1](=[O:12])/[CH:2]=[CH:3]/[CH2:4][CH2:5][CH2:6][CH2:7][CH2:8][CH2:9][CH3:10]. Starting materials: C(\C=C\CCCCCCC)(=O)O (trans-2-decenoic acid), CN(CCCNCCCN(C)C)C (N-(3-(dimethylamino)propyl)-N′,N′-dimethylpropane-1,3-diamine). Product: CN(CCCN(C(\C=C\CCCCCCC)=O)CCCN(C)C)C ((E)-N,N-bis(3-(dimethylamino)propyl) dec-2-enamide). Starting materials: FC1=CC2=C(C(=NS2)C2CCNCC2)C=C1 (6-fluoro-3-(4-piperidinyl)-1,2-benzisothiazole), BrC[C@@H](CO)C ((R)-(-)-3-bromo-2-methyl-1-propanol), CO3, O (H2O), O (H2O), C(\C=C\C(=O)O)(=O)O (fumaric acid). Reagents/catalysts: S(=O)(=O)([O-])[O-].C(CCC)[N+](CCCC)(CCCC)CCCC.C(CCC)[N+](CCCC)(CCCC)CCCC (tetrabutylammonium sulfate). Solvent: CCOC(=O)C (EtOAc), CC(=O)C (acetone). Reaction conditions: time 16 hour. The product is C(\C=C\C(=O)O)(=O)O.FC1=CC2=C(C(=NS2)C2CCN(CC2)C[C@@H](CO)C)C=C1 ((S)-6-Fluoro-3-[1-(3-hydroxy-2-methylpropyl)-4-piperidinyl]-1,2-benzisothiazole fumarate). The yield is 69.1%. Reaction SMILES: [F:1][C:2]1[CH:16]=[CH:15][C:5]2[C:6]([CH:9]3[CH2:14][CH2:13][NH:12][CH2:11][CH2:10]3)=[N:7][S:8][C:4]=2[CH:3]=1.Br[CH2:18][C@H:19]([CH3:22])[CH2:20][OH:21].O.[C:24]([OH:31])(=[O:30])/[CH:25]=[CH:26]/[C:27]([OH:29])=[O:28]>CC(C)=O.S([O-])([O-])(=O)=O.C([N+](CCCC)(CCCC)CCCC)CCC.C([N+](CCCC)(CCCC)CCCC)CCC.CCOC(C)=O>[C:24]([OH:31])(=[O:30])/[CH:25]=[CH:26]/[C:27]([OH:29])=[O:28].[F:1][C:2]1[CH:16]=[CH:15][C:5]2[C:6]([CH:9]3[CH2:10][CH2:11][N:12]([CH2:18][C@H:19]([CH3:22])[CH2:20][OH:21])[CH2:13][CH2:14]3)=[N:7][S:8][C:4]=2[CH:3]=1 |f:5.6.7,9.10|. Reported procedure: A mixture of 6-fluoro-3-(4-piperidinyl)-1,2-benzisothiazole (4.6 g, 20 mmol), (R)-(-)-3-bromo-2-methyl-1-propanol (3.0 g, 20 mmol), K2 CO3 (2.7 g, 20 mmol), tetrabutylammonium sulfate (0.058 g), CH3 CN (95 ml) and H2O (19 ml) was stirred and refluxed for 4.5 hours. After standing at ambient temperature for 16 hours, the reaction was poured into H2O, and subsequent extractive workup of the aqueous with EtOAc yielded 6.8 g of a partially solidified oil. The product was purified by flash chromatogr... Procedure details: 7-(1-Tosylamino-2-naphthyl)heptanohydroxamic acid Using methoxymethyl 7-(1-amino-2-naphthyl)heptanoate and tosyl chloride, the procedure of Reference Example 50 was otherwise repeated to provide 7-(1-tosylamino-2-naphthyl)heptanoic acid. Reaction SMILES: [S:1]([NH:11][C:12]1[C:21]2[C:16](=[CH:17][CH:18]=[CH:19][CH:20]=2)[CH:15]=[CH:14][C:13]=1[CH2:22][CH2:23][CH2:24][CH2:25][CH2:26][CH2:27][C:28](NO)=[O:29])([C:4]1[CH:10]=[CH:9][C:7]([CH3:8])=[CH:6][CH:5]=1)(=[O:3])=[O:2].NC1C2C(=CC=CC=2)C=CC=1CCCCCCC(OCOC)=[O:50].S(Cl)(C1C=CC(C)=CC=1)(=O)=O>>[S:1]([NH:11][C:12]1[C:21]2[C:16](=[CH:17][CH:18]=[CH:19][CH:20]=2)[CH:15]=[CH:14][C:13]=1[CH2:22][CH2:23][CH2:24][CH2:25][CH2:26][CH2:27][C:28]([OH:29])=[O:50])([C:4]1[CH:10]=[CH:9][C:7]([CH3:8])=[CH:6][CH:5]=1)(=[O:3])=[O:2]. Reactants: S(=O)(=O)(C1=CC=C(C)C=C1)NC1=C(C=CC2=CC=CC=C12)CCCCCCC(=O)NO (7-(1-Tosylamino-2-naphthyl)heptanohydroxamic acid), NC1=C(C=CC2=CC=CC=C12)CCCCCCC(=O)OCOC (methoxymethyl 7-(1-amino-2-naphthyl)heptanoate), S(=O)(=O)(C1=CC=C(C)C=C1)Cl (tosyl chloride). Yields the product S(=O)(=O)(C1=CC=C(C)C=C1)NC1=C(C=CC2=CC=CC=C12)CCCCCCC(=O)O (7-(1-tosylamino-2-naphthyl)heptanoic acid).